From a dataset of the Open Reaction Database (ORD), a public repository of structured organic reaction records. describe an organic reaction: reactants, conditions, products, and yield The reactants are C1(=CC=CC=C1)C1C(C1)NC=1C2=C(N=C(N1)SCCC)N(N=N2)C2C=CC(C2)O (4-[7-[(2-Phenylcyclopropyl)amino]-5-(propylthio)-3H-[1,2,3]triazolo[4,5-d]pyrimidin-3-yl]-2-cyclopenten-1-ol), N1=CC=CC=C1 (pyridine), C(C)(=O)Cl (acetyl chloride). Reagents/catalysts: CN(C1=CC=NC=C1)C (4-dimethylaminopyridine). Solvent: ClCCl (dichloromethane). Conditions: time 3 hour. Product: C1(=CC=CC=C1)C1C(C1)NC=1C2=C(N=C(N1)SCCC)N(N=N2)C2C(C(CC2)O)O (3-[7-[(2-Phenylcyclopropyl)amino]-5-(propylthio)-3H-[1,2,3]triazolo[4,5-d]pyrimidin-3-yl]cyclopentane-1,2-diol). As a reaction SMILES: [C:1]1([CH:7]2[CH2:9][CH:8]2[NH:10][C:11]2[C:12]3[N:23]=[N:22][N:21]([CH:24]4[CH2:28][CH:27]([OH:29])[CH:26]=[CH:25]4)[C:13]=3[N:14]=[C:15]([S:17][CH2:18][CH2:19][CH3:20])[N:16]=2)[CH:6]=[CH:5][CH:4]=[CH:3][CH:2]=1.N1C=CC=CC=1.C(Cl)(=[O:38])C>CN(C)C1C=CN=CC=1.ClCCl>[C:1]1([CH:7]2[CH2:9][CH:8]2[NH:10][C:11]2[C:12]3[N:23]=[N:22][N:21]([CH:24]4[CH2:25][CH2:26][CH:27]([OH:29])[CH:28]4[OH:38])[C:13]=3[N:14]=[C:15]([S:17][CH2:18][CH2:19][CH3:20])[N:16]=2)[CH:2]=[CH:3][CH:4]=[CH:5][CH:6]=1. Procedure: To a solution of the product of step d) (0.78 g), pyridine (0.43 ml) and 4-dimethylaminopyridine (1 mg) in dichloromethane (15 ml) was added acetyl chloride (0.16 ml). The solution was stirred for 3 hours and then concentrated in vacuo. The residue was purified by chromatography (SiO2, ethyl acetate:hexane 1:1 as eluant) to afford the sub-title compound (0.75 g).